Task: describe an organic reaction: reactants, conditions, products, and yield. Dataset: the Open Reaction Database (ORD), a public repository of structured organic reaction records The reactants are [N+](=O)([O-])C=1C=C2C3(C(N(C2=CC1)C)N(CC3)C)C (1,2,3,3a,8,8a-Hexahydro-5-nitro-1,3a,8-trimethylpyrrolo[2,3-b]indole), C(C)(=O)OCC (ethyl acetate). Reagents/catalysts: O=[Pt]=O (PtO2). Run at temperature 0 celsius, time 2 hour. Yields the product COC(=O)NC=1C=C2C3(C(N(C2=CC1)C)N(CC3)C)C (1,2,3,3a,8,8a-hexahydro-5-(methyloxycarbonylamino)-1,3a,8-trimethylpyrrolo[2,3-b]indole). RXN SMILES: [N+:1]([C:4]1[CH:5]=[C:6]2[C:10](=[CH:11][CH:12]=1)[N:9]([CH3:13])[CH:8]1[N:14]([CH3:17])[CH2:15][CH2:16][C:7]21[CH3:18])([O-])=O.[C:19]([O:22][CH2:23]C)(=[O:21])C>O=[Pt]=O>[CH3:23][O:22][C:19]([NH:1][C:4]1[CH:5]=[C:6]2[C:10](=[CH:11][CH:12]=1)[N:9]([CH3:13])[CH:8]1[N:14]([CH3:17])[CH2:15][CH2:16][C:7]21[CH3:18])=[O:21]. Procedure details: 1,2,3,3a,8,8a-Hexahydro-5-nitro-1,3a,8-trimethylpyrrolo[2,3-b]indole (1.0 g) was dissolved in ethyl acetate (100 ml) and hydrogenated in a Parr apparatus at 45 psi using PtO2 (100 mg) as a catalyst. The reduction was complete within 2 hours. The reduction mixture was filtered directly into a nitrogen flushed flask. 4-Dimethylaminopyridine (50 mg) was added, the mixture was cooled to 0° C. and a solution of dimethylpyrocarbonate (0.54 g) in ethyl acetate (50 ml) was added over a period of 1 hour.... Starting materials: [Br-], C1CCOC1, C[Mg+], CCOCC, Cc1cc(C)c(CC=O)c(C)c1. Product: Cc1cc(C)c(CC(C)O)c(C)c1. As a reaction SMILES: [Br-:13].[CH2:21]1[O:22][CH2:23][CH2:24][CH2:25]1.[CH3:14][Mg+:15].[CH3:16][CH2:17][O:18][CH2:19][CH3:20].[c:1]1([CH3:12])[c:2]([CH2:9][CH:10]=[O:11])[c:3]([CH3:8])[cH:4][c:5]([CH3:7])[cH:6]1>>[c:1]1([CH3:12])[c:2]([CH2:9][CH:10]([OH:11])[CH3:16])[c:3]([CH3:8])[cH:4][c:5]([CH3:7])[cH:6]1. Reactants: BrC1=NC=C(C=C1NS(=O)(=O)C1=CC(=C(C=C1)CC)C(F)(F)F)Cl (N-(2-bromo-5-chloro-pyridin-3-yl)-4-ethyl-3-trifluoromethyl-benzenesulfonamide), [C]=O (carbon monoxide), N1C=CC2=C1N=CC=C2B(O)O (1H-pyrrolo[2,3-b]pyridine-4-boronic acid), C([O-])([O-])=O.[K+].[K+] (potassium carbonate). Reagents/catalysts: Cl[Pd]([P](C1=CC=CC=C1)(C2=CC=CC=C2)C3=CC=CC=C3)([P](C4=CC=CC=C4)(C5=CC=CC=C5)C6=CC=CC=C6)Cl (bis(triphenylphosphine)dichloropalladium(II)). Run in C1(=CC=CC=C1)OC (anisole). Product: ClC=1C=C(C(=NC1)C(=O)C=1C2=C(N=CC1)NC=C2)NS(=O)(=O)C2=CC(=C(C=C2)CC)C(F)(F)F (N-[5-Chloro-2-(1H-pyrrolo[2,3-b]pyridine-4-carbonyl)-pyridin-3-yl]-4-ethyl-3-trifluoromethyl-benzenesulfonamide). The yield is 3.1%. As a reaction SMILES: Br[C:2]1[C:7]([NH:8][S:9]([C:12]2[CH:17]=[CH:16][C:15]([CH2:18][CH3:19])=[C:14]([C:20]([F:23])([F:22])[F:21])[CH:13]=2)(=[O:11])=[O:10])=[CH:6][C:5]([Cl:24])=[CH:4][N:3]=1.[NH:25]1[C:29]2[N:30]=[CH:31][CH:32]=[C:33](B(O)O)[C:28]=2[CH:27]=[CH:26]1.[C:37](=O)([O-])[O-:38].[K+].[K+].[C]=O>C1(OC)C=CC=CC=1.Cl[Pd](Cl)([P](C1C=CC=CC=1)(C1C=CC=CC=1)C1C=CC=CC=1)[P](C1C=CC=CC=1)(C1C=CC=CC=1)C1C=CC=CC=1>[Cl:24][C:5]1[CH:6]=[C:7]([NH:8][S:9]([C:12]2[CH:17]=[CH:16][C:15]([CH2:18][CH3:19])=[C:14]([C:20]([F:23])([F:22])[F:21])[CH:13]=2)(=[O:11])=[O:10])[C:2]([C:37]([C:33]2[C:28]3[CH:27]=[CH:26][NH:25][C:29]=3[N:30]=[CH:31][CH:32]=2)=[O:38])=[N:3][CH:4]=1 |f:2.3.4,^3:42,^1:55,74|. Procedure details: A solution/suspension made of 97 mg (0.22 mmol) of N-(2-bromo-5-chloro-pyridin-3-yl)-4-ethyl-3-trifluoromethyl-benzenesulfonamide, 140 mg (0.87 mmol) of 1H-pyrrolo[2,3-b]pyridine-4-boronic acid (mixture with its neopentyl glycolate ester and 1H-pyrrolo[2,3-b]pyridine), 240 mg (1.74 mmol) of potassium carbonate and 15 mg (0.022 mmol) of bis(triphenylphosphine)dichloropalladium(II) in 1 mL of anisole was stirred at 150° C. under 10 atm pressure of carbon monoxide for 2 h. After cooling down and de... Reactants: ClC1=CC(=C(C=C1)C1=CC=CC=2CC(OC21)CO)C ((±)-[7-(4-chloro-2-methylphenyl)-2,3-dihydro-1-benzofuran-2-yl]methanol), C1(=CC=C(C=C1)S(=O)(=O)Cl)C (p-toluenesulfonyl chloride), Intermediate 10. The product is CC1=CC=C(C=C1)S(=O)(=O)OCC1OC2=C(C1)C=CC=C2C2=C(C=C(C=C2)Cl)C ((±)-[7-(4-chloro-2-methylphenyl)-2,3-dihydro-1-benzofuran-2-yl]methyl 4-methylbenzenesulfonate). Yield: 93.2%. Reaction SMILES: [Cl:1][C:2]1[CH:7]=[CH:6][C:5]([C:8]2[C:16]3[O:15][CH:14]([CH2:17][OH:18])[CH2:13][C:12]=3[CH:11]=[CH:10][CH:9]=2)=[C:4]([CH3:19])[CH:3]=1.[C:20]1([CH3:30])[CH:25]=[CH:24][C:23]([S:26](Cl)(=[O:28])=[O:27])=[CH:22][CH:21]=1>>[CH3:30][C:20]1[CH:25]=[CH:24][C:23]([S:26]([O:18][CH2:17][CH:14]2[CH2:13][C:12]3[CH:11]=[CH:10][CH:9]=[C:8]([C:5]4[CH:6]=[CH:7][C:2]([Cl:1])=[CH:3][C:4]=4[CH3:19])[C:16]=3[O:15]2)(=[O:28])=[O:27])=[CH:22][CH:21]=1. Reported procedure: Treatment of (±)-[7-(4-chloro-2-methylphenyl)-2,3-dihydro-1-benzofuran-2-yl]methanol (2.78 g, 10.11 mmol) with p-toluenesulfonyl chloride (2.31 g, 12.14 mol) generally according to the procedure described for Intermediate 10 gave 4.04 g (93%) of (±)-[7-(4-chloro-2-methylphenyl)-2,3-dihydro-1-benzofuran-2-yl]methyl 4-methylbenzenesulfonate as a yellow oil. Anal. calcd. for C23H21ClO4S: C, 64.4; H, 4.93. Found: C, 64.24; H, 4.93. Reactants: C#Cc1c(C)c(C#Cc2ccc(CC(=O)OC)cc2)cc(C(C)(C)C)c1OC(C)C, CO, [Li+], C1CCOC1, [OH-]. Product: C#Cc1c(C)c(C#Cc2ccc(CC(=O)O)cc2)cc(C(C)(C)C)c1OC(C)C. Reaction SMILES: [CH3:1][O:2][C:3]([CH2:4][c:5]1[cH:6][cH:7][c:8]([C:11]#[C:12][c:13]2[c:14]([CH3:29])[c:15]([C:27]#[CH:28])[c:16]([O:23][CH:24]([CH3:25])[CH3:26])[c:17]([C:19]([CH3:20])([CH3:21])[CH3:22])[cH:18]2)[cH:9][cH:10]1)=[O:30].[CH3:33][OH:34].[Li+:31].[O:35]1[CH2:36][CH2:37][CH2:38][CH2:39]1.[OH-:32]>>[O:2]=[C:3]([CH2:4][c:5]1[cH:6][cH:7][c:8]([C:11]#[C:12][c:13]2[c:14]([CH3:29])[c:15]([C:27]#[CH:28])[c:16]([O:23][CH:24]([CH3:25])[CH3:26])[c:17]([C:19]([CH3:20])([CH3:21])[CH3:22])[cH:18]2)[cH:9][cH:10]1)[OH:30]. Reactants: C(=O)O (Formic acid), C1(CC1)COC=1C=C(C=CC1)C1=C(N(C2=CC=CC=C12)CC1=CC=C(C=C1)F)C(=O)OC(C)(C)C (tert-Butyl 3-[3-(cyclopropylmethoxy)phenyl]-1-[(4-fluorophenyl)methyl]indole-2-carboxylate). The solvent is ClCCl (dichloromethane). Conditions: time 8 hour. Product: C1(CC1)COC=1C=C(C=CC1)C1=C(N(C2=CC=CC=C12)CC1=CC=C(C=C1)F)C(=O)O (3-[3-(cyclopropylmethoxy)phenyl]-1-[(4-fluorophenyl)methyl]indole-2-carboxylic acid). The yield is 85.7%. RXN SMILES: C(O)=O.[CH:4]1([CH2:7][O:8][C:9]2[CH:10]=[C:11]([C:15]3[C:23]4[C:18](=[CH:19][CH:20]=[CH:21][CH:22]=4)[N:17]([CH2:24][C:25]4[CH:30]=[CH:29][C:28]([F:31])=[CH:27][CH:26]=4)[C:16]=3[C:32]([O:34]C(C)(C)C)=[O:33])[CH:12]=[CH:13][CH:14]=2)[CH2:6][CH2:5]1>ClCCl>[CH:4]1([CH2:7][O:8][C:9]2[CH:10]=[C:11]([C:15]3[C:23]4[C:18](=[CH:19][CH:20]=[CH:21][CH:22]=4)[N:17]([CH2:24][C:25]4[CH:26]=[CH:27][C:28]([F:31])=[CH:29][CH:30]=4)[C:16]=3[C:32]([OH:34])=[O:33])[CH:12]=[CH:13][CH:14]=2)[CH2:6][CH2:5]1. Reported procedure: Formic acid (4 mL) was added dropwise to a stirred solution of tert-Butyl 3-[3-(cyclopropylmethoxy)phenyl]-1-[(4-fluorophenyl)methyl]indole-2-carboxylate (Example 72, 431 mg, 0.91 mmol) in dichloromethane (1.0 mL). The reaction was stirred at room temperature for 8 h, then concentrated in vacuo. The resulting solids were placed on a pad of silica gel and purified by chromatography (gradient from 30% ethyl acetate/hexane to 100% ethyl acetate) to afford 3-[3-(cyclopropylmethoxy)phenyl]-1-[(4-fluo...